This data is from the Open Reaction Database (ORD), a public repository of structured organic reaction records. The task is: describe an organic reaction: reactants, conditions, products, and yield Starting materials: OCC1CCCCC=2N1C(ON2)=O (6,7,8,9-tetrahydro-5-(hydroxymethyl)-3H,5H-[1,2,4]oxadiazolo[4,3-a]azepin-3-one), C(Br)(Br)(Br)Br (carbon tetrabromide), C1(=CC=CC=C1)P(C1=CC=CC=C1)C1=CC=CC=C1 (Triphenylphosphine). Solvent: ClCCl (dichloromethane). Reaction conditions: time 5 minute. Product: BrCC1CCCCC=2N1C(ON2)=O (5-(bromomethyl)-6,7,8,9-tetrahydro-3H,5H-[1,2,4]oxadiazolo[4,3-a]azepin-3-one). Reaction SMILES: O[CH2:2][CH:3]1[N:9]2[C:10](=[O:13])[O:11][N:12]=[C:8]2[CH2:7][CH2:6][CH2:5][CH2:4]1.C(Br)(Br)(Br)[Br:15].C1(P(C2C=CC=CC=2)C2C=CC=CC=2)C=CC=CC=1>ClCCl>[Br:15][CH2:2][CH:3]1[N:9]2[C:10](=[O:13])[O:11][N:12]=[C:8]2[CH2:7][CH2:6][CH2:5][CH2:4]1. Procedure details: To a solution of the product of Example 5 in dichloromethane was added carbon tetrabromide (460 mg, 1.3 mmol). This solution was cooled in an ice bath and stirred for minutes. Triphenylphosphine (437 mg, 1.6 mmol) was added to the solution and stirring was continued for 5 minutes at 0° C. before allowing it to warm slowly to room temperature. The solvent was removed under reduced pressure. The residue was placed on a filter and washed three times with ether. The filtrate solvent was then removed... The reactants are CC=NNC(=O)OC(C)(C)C, CC(=O)O, CCO. Yields the product CCNNC(=O)OC(C)(C)C. Reaction SMILES: [C:1]([CH3:2])([CH3:3])([CH3:4])[O:5][C:6](=[O:7])[NH:8][N:9]=[CH:10][CH3:11].[CH3:12][C:13](=[O:14])[OH:15].[CH3:16][CH2:17][OH:18]>>[C:1]([CH3:2])([CH3:3])([CH3:4])[O:5][C:6](=[O:7])[NH:8][NH:9][CH2:10][CH3:11].